describe an organic reaction: reactants, conditions, products, and yield From a dataset of the Open Reaction Database (ORD), a public repository of structured organic reaction records. Reactants: C(C)OCN1C=NC=2N(C(NC(C12)=O)=O)C (7-ethoxymethyl-3-methylxanthine), ClCCCCP(OCC)(=O)OCC (diethyl 4-chlorobutane-phosphonate), C([O-])([O-])=O.[K+].[K+] (potassium carbonate). Solvent: CN(C)C=O (DMF). Conditions: temperature 70 celsius. Yields the product C(C)OCN1C=NC=2N(C(N(C(C12)=O)CCCCP(OCC)(OCC)=O)=O)C (Diethyl [4-(7-ethoxymethyl-3-methylxanthin-1-yl)butyl]phosphonate). As a reaction SMILES: [CH2:1]([O:3][CH2:4][N:5]1[C:13]2[C:12](=[O:14])[NH:11][C:10](=[O:15])[N:9]([CH3:16])[C:8]=2[N:7]=[CH:6]1)[CH3:2].Cl[CH2:18][CH2:19][CH2:20][CH2:21][P:22]([O:27][CH2:28][CH3:29])(=[O:26])[O:23][CH2:24][CH3:25].C(=O)([O-])[O-].[K+].[K+]>CN(C=O)C>[CH2:1]([O:3][CH2:4][N:5]1[C:13]2[C:12](=[O:14])[N:11]([CH2:18][CH2:19][CH2:20][CH2:21][P:22](=[O:26])([O:27][CH2:28][CH3:29])[O:23][CH2:24][CH3:25])[C:10](=[O:15])[N:9]([CH3:16])[C:8]=2[N:7]=[CH:6]1)[CH3:2] |f:2.3.4|. Procedure details: 44.8 g (0.2 mol) of 7-ethoxymethyl-3-methylxanthine were suspended in 500 ml of DMF, treated with 55 g (0.24 mol) of diethyl 4-chlorobutane-phosphonate and 50 g (0.32 mol) of activated potassium carbonate and heated at 70° C. for 4 hours and filtered, the filtrate was concentrated under reduced pressure and the oily residue which remained was taken up in ethyl acetate. filtered again and crystallized from diisopropyl ether.